Dataset: the Open Reaction Database (ORD), a public repository of structured organic reaction records. Task: describe an organic reaction: reactants, conditions, products, and yield Reactants: FC1=NC=CC=C1C1CCSCC1 (2-fluoro-3-(tetrahydro-2H-thiopyran-4-yl)pyridine), C[N+]1(CCOCC1)[O-] (4-methylmorpholine 4-oxide), S(=O)(O)[O-].[Na+] (sodium hydrogensulfite). Reagents/catalysts: [Os](=O)(=O)(=O)=O (osmium(VIII) oxide). The solvent is CC(=O)C.O (acetone water). Run at time 8 hour. Product: O=S1(CCC(CC1)C=1C(=NC=CC1)F)=O (3-(1,1-dioxidotetrahydro-2H-thiopyran-4-yl)-2-fluoropyridine). Reaction SMILES: [F:1][C:2]1[C:7]([CH:8]2[CH2:13][CH2:12]S[CH2:10][CH2:9]2)=[CH:6][CH:5]=[CH:4][N:3]=1.C[N+]1([O-])CCOCC1.[S:22]([O-:25])(O)=[O:23].[Na+]>CC(C)=O.O.[Os](=O)(=O)(=O)=O>[O:23]=[S:22]1(=[O:25])[CH2:10][CH2:9][CH:8]([C:7]2[C:2]([F:1])=[N:3][CH:4]=[CH:5][CH:6]=2)[CH2:13][CH2:12]1 |f:2.3,4.5|. Procedure: To a stirred mixture of 2-fluoro-3-(tetrahydro-2H-thiopyran-4-yl)pyridine (1.2 g, 6.08 mmol), 4-methylmorpholine 4-oxide (1.781 g, 15.21 mmol) in acetone/water (7:3, 30 mL) was added osmium(VIII) oxide (0.631 mL, 0.304 mmol). Stirring was continued at RT overnight. A saturated solution of sodium hydrogensulfite (10 mL) was added and stirred in 15 min., extracted with EtOAc (3×), dried over MgSO4, concentrated to give the tan solid. MS (M+1): 230.2. The reactants are BrC=1N=C(N(C1Br)CC1=CC2=C(OCO2)C=C1Cl)C=O (4,5-dibromo-1-[(6-chloro-1,3-benzodioxol-5-yl)-methyl]-1h-imidazole-2-carboxaldehyde), C1(=CC=CC=C1)C (toluene), C(CO)O (ethylene glycol). Run in C(C)(C)OC(C)C (isopropyl ether). Product: BrC=1N=C(N(C1Br)CC1=CC2=C(OCO2)C=C1Cl)C1OCCO1 (4,5-dibromo-1-[(6-chloro-1,3-benzodioxol-5-yl) methyl]-2-(1,3-dioxolan-2yl)-1H-imidazole). RXN SMILES: [Br:1][C:2]1[N:3]=[C:4]([CH:19]=[O:20])[N:5]([CH2:8][C:9]2[C:17]([Cl:18])=[CH:16][C:12]3[O:13][CH2:14][O:15][C:11]=3[CH:10]=2)[C:6]=1[Br:7].C1(C)C=CC=CC=1.[CH2:28](O)[CH2:29][OH:30]>C(OC(C)C)(C)C>[Br:1][C:2]1[N:3]=[C:4]([CH:19]2[O:30][CH2:29][CH2:28][O:20]2)[N:5]([CH2:8][C:9]2[C:17]([Cl:18])=[CH:16][C:12]3[O:13][CH2:14][O:15][C:11]=3[CH:10]=2)[C:6]=1[Br:7]. Procedure details: The product obtained in Stage 2 above is introduced into 200 ml of toluene, 20 ml of ethylene glycol is added and the reaction medium is taken to reflux overnight then evaporated to dryness. 200 ml of a saturated solution of sodium hydrogen carbonate is added which is extracted 3 times with 200 ml of ethyl acetate. The organic phase is washed with saturated sodium chloride, then dried and evaporated to dryness. The residue obtained is impasted in isopropyl ether, filtered and dried. In this way ... Starting materials: C(C1=CC=CC=C1)(=O)Cl (benzoyl chloride), P(OCC)(OCC)OCC (triethyl phosphite), C(C)Cl (Ethyl chloride). Yields the product C(C1=CC=CC=C1)(=O)P(OCC)(OCC)=O (diethyl benzoylphosphonate). Isolated yield 97.4%. As a reaction SMILES: [C:1](Cl)(=[O:8])[C:2]1[CH:7]=[CH:6][CH:5]=[CH:4][CH:3]=1.[P:10]([O:17]CC)([O:14][CH2:15][CH3:16])[O:11][CH2:12][CH3:13].C(Cl)C>>[C:1]([P:10](=[O:17])([O:14][CH2:15][CH3:16])[O:11][CH2:12][CH3:13])(=[O:8])[C:2]1[CH:7]=[CH:6][CH:5]=[CH:4][CH:3]=1. Reported procedure: To 140.57 grams (1.0 mole) of benzoyl chloride at 90° C. there were added 166.2 grams (1.0 mole) of triethyl phosphite over a period of 1 hour. Ethyl chloride evolution ceased at the end of this period. The unreacted benzoyl chloride and triethyl phosphite were removed by distillation at reduced pressure, terminal conditions being 100° C. and 8 mm. leaving a residue of 236 grams (90% yield) of diethyl benzoylphosphonate which was reacted with diethyl sodium phosphite as in Example 1 to produce t... Reactants: [Li]CCCC, CCCCCC, COC(=O)c1cccc(C=O)c1, [Cl-], C1CCOC1, O, [PH3+]Cc1ccc2ccccc2n1. The product is COC(=O)c1cccc(C=Cc2ccc3ccccc3n2)c1. RXN SMILES: [CH2:1]([Li:2])[CH2:3][CH2:4][CH3:5].[CH3:31][CH2:32][CH2:33][CH2:34][CH2:35][CH3:36].[CH:19](=[O:20])[c:21]1[cH:22][c:23]([C:24](=[O:25])[O:26][CH3:27])[cH:28][cH:29][cH:30]1.[Cl-:6].[O:37]1[CH2:38][CH2:39][CH2:40][CH2:41]1.[OH2:42].[n:7]1[c:8]([CH2:17][PH3+:18])[cH:9][cH:10][c:11]2[cH:12][cH:13][cH:14][cH:15][c:16]12>>[n:7]1[c:8]([CH:17]=[CH:19][c:21]2[cH:22][c:23]([C:24](=[O:25])[O:26][CH3:27])[cH:28][cH:29][cH:30]2)[cH:9][cH:10][c:11]2[cH:12][cH:13][cH:14][cH:15][c:16]12. Starting materials: [Cl-].[NH4+] (ammonium chloride), C(C)OC(=O)CCCN1N=NC=C1\C=C\1/CN(CCC1=O)C(C1=CC=CC=C1)(C1=CC=CC=C1)C1=CC=CC=C1 ((E)-3-({1-[3-(ethoxycarbonyl)propyl]-1H-1,2,3-triazol-5-yl}methylidene)-1-(triphenylmethyl)piperidin-4-one), ClCCl (dichloromethane), [BH4-].[Na+] (sodium borohydride). The solvent is C(C)O (ethanol). Yields the product C(C)OC(=O)CCCN1N=NC=C1\C=C\1/CN(CCC1O)C(C1=CC=CC=C1)(C1=CC=CC=C1)C1=CC=CC=C1 ((E)-3-({1-[3-(Ethoxycarbonyl)propyl]-1H-1,2,3-triazol-5-yl}methylidene)-1-(triphenylmethyl)piperidin-4-ol). The yield is 100.7%. RXN SMILES: [CH2:1]([O:3][C:4]([CH2:6][CH2:7][CH2:8][N:9]1[C:13](/[CH:14]=[C:15]2\[CH2:16][N:17]([C:22]([C:35]3[CH:40]=[CH:39][CH:38]=[CH:37][CH:36]=3)([C:29]3[CH:34]=[CH:33][CH:32]=[CH:31][CH:30]=3)[C:23]3[CH:28]=[CH:27][CH:26]=[CH:25][CH:24]=3)[CH2:18][CH2:19][C:20]\2=[O:21])=[CH:12][N:11]=[N:10]1)=[O:5])[CH3:2].ClCCl.[BH4-].[Na+].[Cl-].[NH4+]>C(O)C>[CH2:1]([O:3][C:4]([CH2:6][CH2:7][CH2:8][N:9]1[C:13](/[CH:14]=[C:15]2\[CH2:16][N:17]([C:22]([C:35]3[CH:36]=[CH:37][CH:38]=[CH:39][CH:40]=3)([C:29]3[CH:30]=[CH:31][CH:32]=[CH:33][CH:34]=3)[C:23]3[CH:24]=[CH:25][CH:26]=[CH:27][CH:28]=3)[CH2:18][CH2:19][CH:20]\2[OH:21])=[CH:12][N:11]=[N:10]1)=[O:5])[CH3:2] |f:2.3,4.5|. Procedure details: To a solution of (E)-3-({1-[3-(ethoxycarbonyl)propyl]-1H-1,2,3-triazol-5-yl}methylidene)-1-(triphenylmethyl)piperidin-4-one (14.48 g) in a mixed solvent of dichloromethane (50 ml) and ethanol (200 ml) was added sodium borohydride (1.13 g) with stirring under ice-cooling. After the resulting mixture was stirred at room temperature for 30 minutes, the reaction was stopped by addition of an aqueous ammonium chloride solution. The product was extracted with ethyl acetate. After the organic layer was...